This data is from the Open Reaction Database (ORD), a public repository of structured organic reaction records. The task is: describe an organic reaction: reactants, conditions, products, and yield The reactants are S(=O)(=O)([O-])C1=CC=C(C)C=C1.[Na+] (sodium tosylate), CC(C(N)=S)(CC)N (2-methyl-2-aminobutyrothioamide), alicyclic. Solvent: CCC(=O)C (MEK). Reaction conditions: time 16 hour. Product: C(C)C1(NC(C(N1)=S)(C)CC)C (2,5-diethyl-2,5-dimethylimidazolidin-4-thione). As a reaction SMILES: S([C:5]1[CH:11]=CC(C)=[CH:7][CH:6]=1)([O-])(=O)=O.[Na+].[CH3:13][C:14]([NH2:20])([CH2:18][CH3:19])[C:15](=[S:17])[NH2:16]>CCC(C)=O>[CH2:5]([C:6]1([CH3:7])[NH:16][C:15](=[S:17])[C:14]([CH2:18][CH3:19])([CH3:13])[NH:20]1)[CH3:11] |f:0.1|. Reported procedure: The thione can be purified by column chromatography on silica gel using hexane to elute an odorous fraction before the thione. The effect of variation of temperature and concentration of the reactants on yield and reaction rate was examined in a sealed NMR tube using D20 as a solvent and sodium tosylate as an internal standard. What was observed was a smooth decrease in concentration of starting materials and smooth increase in concentration of product. The reaction time can be reduced from 16 h... The reactants are N1C[C@H](CC1)NC(OC(C)(C)C)=O ((S)-tert-butyl pyrrolidin-3-ylcarbamate), ClC=1C=2N(C=CN1)C=CC2 (1-chloropyrrolo[1,2-a]pyrazine). The reagents and catalysts are F[B-](F)(F)F.C(CCC)[N+]1=CN(C=C1)C (1-butyl-3-methylimidazolium tetrafluorborate). Solvent: CCN(C(C)C)C(C)C (DIPEA). Run at temperature 110 celsius. Yields the product C=1(C=2N(C=CN1)C=CC2)N2C[C@H](CC2)NC(OC(C)(C)C)=O ((S)-tert-butyl N-(1-(pyrrolo[1,2-a]pyrazin-1-yl)pyrrolidin-3-yl)carbamate). Isolated yield 59.2%. As a reaction SMILES: [NH:1]1[CH2:5][CH2:4][C@H:3]([NH:6][C:7](=[O:13])[O:8][C:9]([CH3:12])([CH3:11])[CH3:10])[CH2:2]1.Cl[C:15]1[C:16]2[N:17]([CH:21]=[CH:22][CH:23]=2)[CH:18]=[CH:19][N:20]=1>CCN(C(C)C)C(C)C.F[B-](F)(F)F.C([N+]1C=CN(C)C=1)CCC>[C:15]1([N:1]2[CH2:5][CH2:4][C@H:3]([NH:6][C:7](=[O:13])[O:8][C:9]([CH3:10])([CH3:12])[CH3:11])[CH2:2]2)[C:16]2[N:17]([CH:21]=[CH:22][CH:23]=2)[CH:18]=[CH:19][N:20]=1 |f:3.4|. Reported procedure: To a solution of (S)-tert-butyl pyrrolidin-3-ylcarbamate (0.91 g, 4.9 mmol, 1 eq) in 2.6 mL of DIPEA was added 1-chloropyrrolo[1,2-a]pyrazine (0.75 g, 4.9 mmol, 1 eq) and 1 drop of 1-butyl-3-methylimidazolium tetrafluorborate. After heating for 3 h at 110° C., the mixture was concentrated and purified by silica gel flash chromatography (100% EtOAc) to afford (S)-tert-butyl N-(1-(pyrrolo[1,2-a]pyrazin-1-yl)pyrrolidin-3-yl)carbamate (0.88 g, 2.9 mmol, 59%). Starting materials: FC(C=1C=C(C=CC1)S(=O)(=O)C1=C(C=2C3=C(N(C2C=C1)C)CC1CCC3N1)C(=O)OC(C)(C)C)(F)F (tert-butyl 2-(3-trifluoromethylphenyl)sulfonyl-5-methyl-5,6,7,8,9,10-hexahydro-7,10-epiminocyclohepta[b]indole-carboxylate), C(=O)(C(F)(F)F)O (TFA). Product: FC(C(=O)O)(F)F.FC(C=1C=C(C=CC1)S(=O)(=O)C=1C=C2C3=C(N(C2=CC1)C)CC1CCC3N1)(F)F (2-(3-trifluoromethylphenyl)sulfonyl-5-methyl-5,6,7,8,9,10-hexahydro-7,10-epiminocyclohepta[b]indole trifluoroacetate). The yield is 95.0%. As a reaction SMILES: [F:1][C:2]([F:36])([F:35])[C:3]1[CH:4]=[C:5]([S:9]([C:12]2[CH:20]=[CH:19][C:18]3[N:17]([CH3:21])[C:16]4[CH2:22][CH:23]5[NH:27][CH:26]([C:15]=4[C:14]=3[C:13]=2C(OC(C)(C)C)=O)[CH2:25][CH2:24]5)(=[O:11])=[O:10])[CH:6]=[CH:7][CH:8]=1.[C:37]([OH:43])([C:39]([F:42])([F:41])[F:40])=[O:38]>>[F:40][C:39]([F:42])([F:41])[C:37]([OH:43])=[O:38].[F:35][C:2]([F:1])([F:36])[C:3]1[CH:4]=[C:5]([S:9]([C:12]2[CH:13]=[C:14]3[C:18](=[CH:19][CH:20]=2)[N:17]([CH3:21])[C:16]2[CH2:22][CH:23]4[NH:27][CH:26]([C:15]3=2)[CH2:25][CH2:24]4)(=[O:10])=[O:11])[CH:6]=[CH:7][CH:8]=1 |f:2.3|. Reported procedure: The product of step A was subjected to Boc-deprotection with TFA following the procedure of Example 28, step B. The crude material was purified by flash column chromatography (SiO2, 9:1 dichloromethane/methanol) to give 2-(3-trifluoromethylphenyl)sulfonyl-5-methyl-5,6,7,8,9,10-hexahydro-7,10-epiminocyclohepta[b]indole trifluoroacetate (130 mg, 95%) as a white solid: 1H NMR (CDCl3, 300 MHz) δ 8.20 (s, 1H), 8.10-8.14 (m, 2H), 7.57-7.78 (m, 3H), 7.33 (d, J=8.7 Hz 1H), 4.89 (d, J=4.5 Hz, 1H), 4.30-4... Starting materials: N(=[N+]=[N-])[C@@]1(O[C@H]([C@@H]([C@@H]1O)O)N1C2=NC=NC(=C2N=C1)NC(C1=CC=CC=C1)=O)/C=C/P(OCC)(OCC)=O (diethyl (E)-2-((2R,3S,4R,5R)-2-azido-5-(6-benzamido-9H-purin-9-yl)-3,4-dihydroxy-tetrahydrofuran-2-yl)vinylphosphonate), N1=C(C=CC=C1C)C (2,6-lutidine), [Si](C)(C)(C)I (TMSI). Solvent: CC#N (CH3CN). Reaction conditions: time 30 minute. Yields the product N(=[N+]=[N-])[C@@]1(O[C@H]([C@@H]([C@@H]1O)O)N1C2=NC=NC(=C2N=C1)NC(C1=CC=CC=C1)=O)/C=C/P(O)(O)=O ((E)-2-((2R,3S,4R,5R)-2-azido-5-(6-benzamido-9H-purin-9-yl)-3,4-dihydroxy-tetrahydrofuran-2-yl)vinylphosphonic acid). As a reaction SMILES: [N:1]([C@@:4]1(/[CH:29]=[CH:30]/[P:31](=[O:38])([O:35]CC)[O:32]CC)[C@@H:8]([OH:9])[C@@H:7]([OH:10])[C@H:6]([N:11]2[CH:19]=[N:18][C:17]3[C:12]2=[N:13][CH:14]=[N:15][C:16]=3[NH:20][C:21](=[O:28])[C:22]2[CH:27]=[CH:26][CH:25]=[CH:24][CH:23]=2)[O:5]1)=[N+:2]=[N-:3].N1C(C)=CC=CC=1C.[Si](I)(C)(C)C>CC#N>[N:1]([C@@:4]1(/[CH:29]=[CH:30]/[P:31](=[O:32])([OH:35])[OH:38])[C@@H:8]([OH:9])[C@@H:7]([OH:10])[C@H:6]([N:11]2[CH:19]=[N:18][C:17]3[C:12]2=[N:13][CH:14]=[N:15][C:16]=3[NH:20][C:21](=[O:28])[C:22]2[CH:23]=[CH:24][CH:25]=[CH:26][CH:27]=2)[O:5]1)=[N+:2]=[N-:3]. Procedure: Compound 36.5 (261 mg, 0.48 mmol) was dissovled in CH3CN (9.6 mL), treated with 2,6-lutidine (0.55 mL, 4.2 mmol) and TMSI (0.34 mL, 2.39 mmol). The mixture was stirred at r.t. for 30 min and concentrated under reduced pressure. Saturated NaHCO3 was added to the residue and the mixture was stirred for 5 min. The solvent was then removed under redued pressure and CH3CN was added, the mixture was filtered and concentrated under reduced pressure. The residue was used for the next step reaction witho... The reactants are CCc1ccsc1C(O)(CCCO)c1sccc1CC, CCO, Cl, C1CCOC1. Product: CCc1ccsc1C(=CCCO)c1sccc1CC. As a reaction SMILES: [CH2:1]([CH3:2])[c:3]1[c:4]([C:8]([CH2:9][CH2:10][CH2:11][OH:12])([OH:13])[c:14]2[s:15][cH:16][cH:17][c:18]2[CH2:19][CH3:20])[s:5][cH:6][cH:7]1.[CH3:27][CH2:28][OH:29].[ClH:21].[O:22]1[CH2:23][CH2:24][CH2:25][CH2:26]1>>[CH2:1]([CH3:2])[c:3]1[c:4]([C:8](=[CH:9][CH2:10][CH2:11][OH:12])[c:14]2[s:15][cH:16][cH:17][c:18]2[CH2:19][CH3:20])[s:5][cH:6][cH:7]1. Reactants: C1(=CC=CC=C1)C#C (phenylacetylene), C1(=CC=CC=C1)CCCC#C (5-phenyl-1-pentyne), N(=[N+]=[N-])C=1SC(=C(N1)C)C(=O)NCC1=CC=CC=C1 (2-azido-N-benzyl-4-methylthiazole-5-carboxamide). The product is C(C1=CC=CC=C1)NC(=O)C1=C(N=C(S1)N1N=NC(=C1)CCCC1=CC=CC=C1)C (N-benzyl-4-methyl-2-(4-(3-phenylpropyl)-1H-1,2,3-triazol-1-yl)thiazole-5-carboxamide). Yield: 32.0%. RXN SMILES: C1(C#C)C=CC=CC=1.[C:9]1([CH2:15][CH2:16][CH2:17][C:18]#[CH:19])[CH:14]=[CH:13][CH:12]=[CH:11][CH:10]=1.[N:20]([C:23]1[S:24][C:25]([C:29]([NH:31][CH2:32][C:33]2[CH:38]=[CH:37][CH:36]=[CH:35][CH:34]=2)=[O:30])=[C:26]([CH3:28])[N:27]=1)=[N+:21]=[N-:22]>>[CH2:32]([NH:31][C:29]([C:25]1[S:24][C:23]([N:20]2[CH:19]=[C:18]([CH2:17][CH2:16][CH2:15][C:9]3[CH:14]=[CH:13][CH:12]=[CH:11][CH:10]=3)[N:22]=[N:21]2)=[N:27][C:26]=1[CH3:28])=[O:30])[C:33]1[CH:34]=[CH:35][CH:36]=[CH:37][CH:38]=1. Reported procedure: Following the procedure as described in Example 10, making variations as necessary to replace phenylacetylene with 5-phenyl-1-pentyne to react with 2-azido-N-benzyl-4-methylthiazole-5-carboxamide, the title compound was obtained as a white solid in 32% yield: mp 94-97° C. (ethyl acetate/hexanes); 1H NMR (300 MHz, CDCl3) δ 8.12 (s, 1H), 7.38-7.18 (m, 10H), 6.14 (t, J=6.0 Hz, 1H), 4.62 (d, J=6.0 Hz, 2H), 2.81 (t, J=9.0 Hz, 2H), 2.79-2.68 (m, 5H), 2.09-2.04 (m, 2H); 13C NMR (75 MHz, CDCl3) δ 160.9,... The reactants are NC=1C=C2C=3C=C(N=CC3N(C2=CC1)CC1=CC(=CC=C1)Cl)C(=O)OCC (ethyl 6-amino-9-(3-chlorobenzyl)-9H-β-carboline-3-carboxylate), [OH-].[Na+] (NaOH), NO (H2NOH). Solvent: CO (methanol), O (H2O). Run at time 7 day. Product: NC=1C=C2C=3C=C(N=CC3N(C2=CC1)CC1=CC(=CC=C1)Cl)C(=O)NO (6-Amino-9-(3-chlorobenzyl)-N-hydroxy-9H-β-carboline-3-carboxamide). Isolated yield 27.0%. RXN SMILES: [NH2:1][C:2]1[CH:3]=[C:4]2[C:12](=[CH:13][CH:14]=1)[N:11]([CH2:15][C:16]1[CH:21]=[CH:20][CH:19]=[C:18]([Cl:22])[CH:17]=1)[C:10]1[CH:9]=[N:8][C:7]([C:23](OCC)=[O:24])=[CH:6][C:5]2=1.[OH-:28].[Na+].[NH2:30]O>CO.O>[NH2:1][C:2]1[CH:3]=[C:4]2[C:12](=[CH:13][CH:14]=1)[N:11]([CH2:15][C:16]1[CH:21]=[CH:20][CH:19]=[C:18]([Cl:22])[CH:17]=1)[C:10]1[CH:9]=[N:8][C:7]([C:23]([NH:30][OH:28])=[O:24])=[CH:6][C:5]2=1 |f:1.2|. Procedure details: To a stirred solution of ethyl 6-amino-9-(3-chlorobenzyl)-9H-β-carboline-3-carboxylate (139 mg, 0.37 mmol) in methanol (15 mL) under a nitrogen atmosphere were added NaOH (2N, 0.7 mL) and H2NOH (15 mL, 50 wt. % solution in H2O, 0.23 mol). The suspension was stirred for 7 days at ambient temperature and then diluted with H2O (10 mL). The mixture was filtered, and the solid was boiled in methanol (20 mL). After filtration, the title compound (36 mg, 27%) was obtained. 1H NMR (400 MHz, DMSO-d6): δ ...